This data is from the Open Reaction Database (ORD), a public repository of structured organic reaction records. The task is: describe an organic reaction: reactants, conditions, products, and yield Reactants: C1(CC=CC2=CC=CC=C12)=O (naphthalen-1-one), [H][H] (hydrogen). Reagents/catalysts: [Pd] (palladium on charcoal). Solvent: C(C)(=O)OCC (ethyl acetate). The product is C(C1=CC=CC=C1)C1C(C2=CC=CC=C2CC1)=O (benzyltetralone). Isolated yield 114.7%. As a reaction SMILES: [C:1]1(=[O:11])[C:10]2[C:5](=[CH:6][CH:7]=[CH:8][CH:9]=2)[CH:4]=[CH:3][CH2:2]1.[H][H]>[Pd].C(OCC)(=O)C>[CH2:6]([CH:2]1[CH2:3][CH2:4][C:5]2[C:10](=[CH:9][CH:8]=[CH:7][CH:6]=2)[C:1]1=[O:11])[C:5]1[CH:10]=[CH:1][CH:2]=[CH:3][CH:4]=1. Procedure: A Parr® hydrogenation bottle was charged with naphthalen-1-one (15 gm), ethyl acetate (150 mL) and 1 g of 10% palladium on charcoal. The mixture was hydrogenated on a Parr® shaker for about 15 hrs under 20 psi of hydrogen. The resulting mixture was filtered through a pad of Celite® and concentrated in vacuo to afford a red oil which was purified by flash chromatography (3:1 hexane/diethyl ether) to afford 14.1 gm of benzyltetralone, mp 50-51° C. Analysis calculated for C18H18O2 : 266.1302. Found... The reactants are O=[N+]([O-])c1cc(S(=O)(=O)Cl)ccc1Cl, ClCCl, Nc1ccccc1, c1ccncc1. Yields the product O=[N+]([O-])c1cc(S(=O)(=O)Nc2ccccc2)ccc1Cl. RXN SMILES: [Cl:1][c:2]1[c:3]([N+:12](=[O:13])[O-:14])[cH:4][c:5]([S:8](=[O:9])(=[O:10])[Cl:11])[cH:6][cH:7]1.[Cl:28][CH2:29][Cl:30].[NH2:15][c:16]1[cH:17][cH:18][cH:19][cH:20][cH:21]1.[cH:22]1[cH:23][cH:24][n:25][cH:26][cH:27]1>>[Cl:1][c:2]1[c:3]([N+:12](=[O:13])[O-:14])[cH:4][c:5]([S:8](=[O:9])(=[O:10])[NH:15][c:16]2[cH:17][cH:18][cH:19][cH:20][cH:21]2)[cH:6][cH:7]1. The reactants are ClC1=C2C=CC=NC2=C(C(=C1)C(C)=O)N1C[C@H](CCC1)O (1-{5-chloro-8-[(3S)-3-hydroxypiperidin-1-yl]quinolin-7-yl}ethanone), C(C)(=O)[O-].[NH4+] (ammonium acetate), C(#N)[BH3-].[Na+] (sodium cyanoborohydride). Run in CO (methanol), C(C)#N (acetonitrile). Conditions: temperature 65 celsius. The product is NC(C)C1=CC(=C2C=CC=NC2=C1N1C[C@H](CCC1)O)Cl ((3S)-1-[7-(1-Aminoethyl)-5-chloroquinolin-8-yl]piperidin-3-ol). Reaction SMILES: [Cl:1][C:2]1[CH:11]=[C:10]([C:12](=O)[CH3:13])[C:9]([N:15]2[CH2:20][CH2:19][CH2:18][C@H:17]([OH:21])[CH2:16]2)=[C:8]2[C:3]=1[CH:4]=[CH:5][CH:6]=[N:7]2.C([O-])(=O)C.[NH4+].C([BH3-])#[N:28].[Na+]>CO.C(#N)C>[NH2:28][CH:12]([C:10]1[C:9]([N:15]2[CH2:20][CH2:19][CH2:18][C@H:17]([OH:21])[CH2:16]2)=[C:8]2[C:3]([CH:4]=[CH:5][CH:6]=[N:7]2)=[C:2]([Cl:1])[CH:11]=1)[CH3:13] |f:1.2,3.4|. Procedure: A mixture of 1-{5-chloro-8-[(3S)-3-hydroxypiperidin-1-yl]quinolin-7-yl}ethanone (18 mg, 0.059 mmol) and ammonium acetate (45.5 mg, 0.591 mmol) in methanol (0.33 mL) and acetonitrile (0.34 mL) was heated at 65° C. in a sealed tube for 30 minutes. After cooling to room temperature, sodium cyanoborohydride (7.42 mg, 0.118 mmol). The reaction was heated at 65° C. for another 4 hours, then cooled to room temperature and quenched with sat. sodium bicarbonate, extracted with dichloromethane. The combin... Reactants: COC1=CC(NC1)=O (4-methoxy-3-pyrrolin-2-one), C(C1=CC=CC=C1)O (benzyl alcohol), CS(=O)(=O)O (methane sulfonic acid), ice water, C(=O)(O)[O-].[Na+] (NaHCO3). The solvent is C(Cl)Cl (methylene chloride). Conditions: temperature 80 celsius, time 24 hour. Product: C(C1=CC=CC=C1)OC1=CC(NC1)=O (4-benzyloxy-3-pyrrolin-2-one). RXN SMILES: [CH3:1][O:2][C:3]1[CH2:7][NH:6][C:5](=[O:8])[CH:4]=1.C(O)[C:10]1[CH:15]=[CH:14][CH:13]=[CH:12][CH:11]=1.CS(O)(=O)=O.C([O-])(O)=O.[Na+]>C(Cl)Cl>[CH2:1]([O:2][C:3]1[CH2:7][NH:6][C:5](=[O:8])[CH:4]=1)[C:10]1[CH:15]=[CH:14][CH:13]=[CH:12][CH:11]=1 |f:3.4|. Procedure details: 5.7 g of 4-methoxy-3-pyrrolin-2-one and 10.8 g of benzyl alcohol were mixed with 0.4 g of methane sulfonic acid and stirred for 24 hours at 80° C. and 20 mbars. Then the reaction solution was mixed with 50 ml of ice water and 100 ml of methylene chloride and neutralized with 4 ml of saturated NaHCO3 solution. The aqueous phase was extracted twice more with 50 ml each of methylene chloride. After drying of the organic phase over Na2SO4 and distilling off of the solvent, the residue was mixed with... The reactants are C1(=CC=CC=C1)[C@@H](CC)NC(=O)C1=CC(=C2OCCCN21)C(=O)N[C@H](CC)C2=CC=CC=C2 (3,4-dihydro-2H-pyrrolo[2,1-b][1,3]oxazine-6,8-dicarboxylic acid bis-[((R)-1-phenyl-propyl)-amide]), C(C)OC(=O)C=1NC(=C(C1)C(=O)OCC)Br (5-bromo-1H-pyrrole-2,4-dicarboxylic acid diethyl ester), C1(=CC=CC=C1)[C@H](CC)N ((S)-1-phenyl-propylamine). The product is C1(=CC=CC=C1)[C@H](CC)NC(=O)C1=CC(=C2OCCCN21)C(=O)N[C@@H](CC)C2=CC=CC=C2 (3,4-dihydro-2H-pyrrolo[2,1-b][1,3]oxazine-6,8-dicarboxylic acid bis-[((S)-1-phenyl-propyl)-amide]). As a reaction SMILES: [C:1]1([C@H:7]([NH:10][C:11]([C:13]2[N:21]3[C:16]([O:17][CH2:18][CH2:19][CH2:20]3)=[C:15]([C:22]([NH:24][C@@H:25]([C:28]3[CH:33]=[CH:32][CH:31]=[CH:30][CH:29]=3)[CH2:26][CH3:27])=[O:23])[CH:14]=2)=[O:12])[CH2:8][CH3:9])[CH:6]=[CH:5][CH:4]=[CH:3][CH:2]=1.C(OC(C1NC(Br)=C(C(OCC)=O)C=1)=O)C.C1([C@@H](N)CC)C=CC=CC=1>>[C:1]1([C@@H:7]([NH:10][C:11]([C:13]2[N:21]3[C:16]([O:17][CH2:18][CH2:19][CH2:20]3)=[C:15]([C:22]([NH:24][C@H:25]([C:28]3[CH:29]=[CH:30][CH:31]=[CH:32][CH:33]=3)[CH2:26][CH3:27])=[O:23])[CH:14]=2)=[O:12])[CH2:8][CH3:9])[CH:6]=[CH:5][CH:4]=[CH:3][CH:2]=1. Procedure details: 6.0 mg of 3,4-dihydro-2H-pyrrolo[2,1-b][1,3]oxazine-6,8-dicarboxylic acid bis-[((S)-1-phenyl-propyl)-amide] were prepared in analogy to the preparation of 3,4-dihydro-2H-pyrrolo[2,1-b][1,3]oxazine-6,8-dicarboxylic acid bis-[((R)-1-phenyl-propyl)-amide], starting from 5-bromo-1H-pyrrole-2,4-dicarboxylic acid diethyl ester (354 mg, 1.22 mmol; prepared according to the procedure described in US 2004/0209886), and (S)-1-phenyl-propylamine (284 mg, 2.10 mmol). LC/MS (method 4): Rt=1.31 min; m/z=446.2... Reactants: CC#N, CCN(C(C)C)C(C)C, Cl, O=[N+]([O-])c1ccc(F)c(F)c1, O=C1CCNCC1, O. Product: O=C1CCN(c2ccc([N+](=O)[O-])cc2F)CC1. As a reaction SMILES: [CH3:30][C:31]#[N:32].[CH:10]([N:11]([CH:12]([CH3:13])[CH3:14])[CH2:15][CH3:16])([CH3:17])[CH3:18].[ClH:1].[F:19][c:20]1[cH:21][c:22]([N+:27](=[O:28])[O-:29])[cH:23][cH:24][c:25]1[F:26].[NH:3]1[CH2:4][CH2:5][C:6](=[O:9])[CH2:7][CH2:8]1.[OH2:2]>>[N:3]1([c:25]2[c:20]([F:19])[cH:21][c:22]([N+:27](=[O:28])[O-:29])[cH:23][cH:24]2)[CH2:4][CH2:5][C:6](=[O:9])[CH2:7][CH2:8]1. The reactants are COC(=O)c1ccc(Br)cc1F, C#Cc1ccc(OCC)cc1, C1CCOC1, CCOC(C)=O, [Cu]I. Yields the product CCOc1ccc(C#Cc2ccc(C(=O)OC)c(F)c2)cc1. Reaction SMILES: [Br:1][c:2]1[cH:3][c:4]([F:12])[c:5]([C:6](=[O:7])[O:8][CH3:9])[cH:10][cH:11]1.[CH2:13]([CH3:14])[O:15][c:16]1[cH:17][cH:18][c:19]([C:22]#[CH:23])[cH:20][cH:21]1.[CH2:24]1[O:25][CH2:26][CH2:27][CH2:28]1.[CH3:29][CH2:30][O:31][C:32](=[O:33])[CH3:34].[Cu:35][I:36]>>[c:2]1([C:23]#[C:22][c:19]2[cH:18][cH:17][c:16]([O:15][CH2:13][CH3:14])[cH:21][cH:20]2)[cH:3][c:4]([F:12])[c:5]([C:6](=[O:7])[O:8][CH3:9])[cH:10][cH:11]1.